This data is from the Open Reaction Database (ORD), a public repository of structured organic reaction records. The task is: describe an organic reaction: reactants, conditions, products, and yield Reactants: C=CC(COC(C)=O)OC(C)=O, C=O, CC(=O)OCC(OC(C)=O)C(C)C=O, CC(=O)OCC(CCC=O)OC(C)=O, Cc1ccccc1, CC(=O)O, C1CCC(P(C2CCCCC2)C2CCCCC2)CC1, [H][H]. The product is CC(=O)OCC=C(C)C=O. Reaction SMILES: [C:1]([O:2][CH:3]([CH2:4][O:5][C:6](=[O:7])[CH3:8])[CH:9]=[CH2:10])(=[O:11])[CH3:12].[C:34]=[O:35].[C:36]([CH3:37])(=[O:38])[O:39][CH2:40][CH:41]([CH:42]([CH3:43])[CH:44]=[O:45])[O:46][C:47](=[O:48])[CH3:49].[C:50]([O:51][CH:52]([CH2:53][O:54][C:55](=[O:56])[CH3:57])[CH2:58][CH2:59][CH:60]=[O:61])(=[O:62])[CH3:63].[CH3:64][c:65]1[cH:66][cH:67][cH:68][cH:69][cH:70]1.[CH3:71][C:72](=[O:73])[OH:74].[CH:13]1([P:14]([CH:15]2[CH2:16][CH2:17][CH2:18][CH2:19][CH2:20]2)[CH:21]2[CH2:22][CH2:23][CH2:24][CH2:25][CH2:26]2)[CH2:27][CH2:28][CH2:29][CH2:30][CH2:31]1.[H:32][H:33]>>[C:36]([CH3:37])(=[O:38])[O:39][CH2:40][CH:41]=[C:42]([CH3:43])[CH:44]=[O:45].